The task is: describe an organic reaction: reactants, conditions, products, and yield. This data is from the Open Reaction Database (ORD), a public repository of structured organic reaction records. Starting materials: C(C)O (ethanol), C(C)(=O)[O-].[Na+] (sodium acetate), C(C)O (ethanol), C(C)O (ethanol), C(C)(=O)OCC=1CS[C@H]2N(C1C(=O)O)C(C2NC(C(=NOC)C=2N=C(SC2)N)=O)=O (3-acetoxymethyl-7-[2-(2-amino-4-thiazolyl)-2-methoxyimino-acetamido]-ceph-3-eme-4-carboxylic acid). Run in O (water). Conditions: temperature 0 celsius, time 16 hour. The product is C(C)(=O)OCC=1CS[C@H]2N(C1C(=O)[O-])C(C2NC(C(=NOC)C=2N=C(SC2)N)=O)=O.[Na+] (sodium 3-acetoxymethyl-7-[2-(2-amino-4-thiazolyl)-2-methoxyimino-acetamido]-ceph-3-eme-4 -carboxylate). As a reaction SMILES: C([O-])(=O)C.[Na+:5].C(O)C.[C:9]([O:12][CH2:13][C:14]1[CH2:15][S:16][C@@H:17]2[CH:24]([NH:25][C:26](=[O:37])[C:27]([C:31]3[N:32]=[C:33]([NH2:36])[S:34][CH:35]=3)=[N:28][O:29][CH3:30])[C:23](=[O:38])[N:18]2[C:19]=1[C:20]([OH:22])=[O:21])(=[O:11])[CH3:10]>O>[C:9]([O:12][CH2:13][C:14]1[CH2:15][S:16][C@@H:17]2[CH:24]([NH:25][C:26](=[O:37])[C:27]([C:31]3[N:32]=[C:33]([NH2:36])[S:34][CH:35]=3)=[N:28][O:29][CH3:30])[C:23](=[O:38])[N:18]2[C:19]=1[C:20]([O-:22])=[O:21])(=[O:11])[CH3:10].[Na+:5] |f:0.1,5.6|. Reported procedure: A solution of 6 g of sodium acetate in 20 ml of water was added with stirring at 20° C. to 50 ml of 98% ethanol and with continued stirring 25 g of an ethanol solvate of the syn isomer of 3-acetoxymethyl-7-[2-(2-amino-4-thiazolyl)-2-methoxyimino-acetamido]-ceph-3-eme-4-carboxylic acid were added thereto. After dissolution occured, the solution was cooled to 0° C. and 50 ml of 98% ethanol were added thereto dropwise with stirring. Activated carbon was added to the solution which was then filtered... Reactants: Nc1cc(Br)ccc1Cl, Cl, F[B-](F)(F)F, [H+], O=N[O-], [Na+], O. Product: Fc1cc(Br)ccc1Cl. Reaction SMILES: [Cl:1][c:2]1[c:3]([NH2:4])[cH:5][c:6]([Br:9])[cH:7][cH:8]1.[ClH:10].[F:15][B-:16]([F:17])([F:18])[F:19].[H+:20].[N:11]([O-:12])=[O:13].[Na+:14].[OH2:21]>>[Cl:1][c:2]1[c:3]([F:15])[cH:5][c:6]([Br:9])[cH:7][cH:8]1.